This data is from the Open Reaction Database (ORD), a public repository of structured organic reaction records. The task is: describe an organic reaction: reactants, conditions, products, and yield Starting materials: C12(C=C(C3=CC=CC=C13)C=O)CCCC2 (spiro(cyclopentane-1,1'-indene)-3'-carbaldehyde), C(C)(C)(C)N (tert.-butylamine), C(CCC)[Li] (n-butyllithium), solution, [I-].C[S+](C)C (trimethylsulphonium iodide). The solvent is O1CCCC1 (tetrahydrofuran), O (water), CCCCCC (hexane), O1CCCC1 (tetrahydrofuran). Run at time 5 minute. The product is C(C)(C)(C)NCC(O)C1=CC2(C3=CC=CC=C13)CCCC2 (2-tert.-Butylamino-1-[spiro(cyclopentane-1,1'-indene)-3'-yl]ethanol). Reaction SMILES: [CH2:1]([Li])CCC.[I-].C[S+](C)C.[C:11]12([CH2:25][CH2:24][CH2:23][CH2:22]1)[C:19]1[C:14](=[CH:15][CH:16]=[CH:17][CH:18]=1)[C:13]([CH:20]=[O:21])=[CH:12]2.[C:26]([NH2:30])([CH3:29])([CH3:28])[CH3:27]>CCCCCC.O1CCCC1.O>[C:26]([NH:30][CH2:1][CH:20]([C:13]1[C:14]2[C:19](=[CH:18][CH:17]=[CH:16][CH:15]=2)[C:11]2([CH2:22][CH2:23][CH2:24][CH2:25]2)[CH:12]=1)[OH:21])([CH3:29])([CH3:28])[CH3:27] |f:1.2|. Procedure: A solution of n-butyllithium in hexane (6 ml of a 2 M solution) is added dropwise under nitrogen to a stirred suspension of powdered trimethylsulphonium iodide in anhydrous tetrahydrofuran (30 ml) at 0° C. After stirring for 5 minutes, a solution of spiro(cyclopentane-1,1'-indene)-3'-carbaldehyde (2.0 g) in tetrahydrofuran (25 ml) is added. Stirring is continued at 0° C. for 1 hour, whereupon tert.-butylamine (1.0 g) is added and the mixture is allowed to come to about 20° C. After 24 hours, wat... The reactants are C(C1=CC=CC=C1)OC=1C=C(C=CC1)C(=CC(=O)OC)COC (Methyl 3-(3-(benzyloxy)phenyl)-4-methoxybut-2-enoate). The reagents and catalysts are [Pd] (Pd/C). The solvent is CCOC(=O)C (EtOAc). Reaction conditions: time 8 hour. Yields the product OC=1C=C(C=CC1)C(CC(=O)OC)COC (Methyl 3-(3-hydroxyphenyl)-4-methoxybutanoate). Isolated yield 76.4%. As a reaction SMILES: C([O:8][C:9]1[CH:10]=[C:11]([C:15]([CH2:21][O:22][CH3:23])=[CH:16][C:17]([O:19][CH3:20])=[O:18])[CH:12]=[CH:13][CH:14]=1)C1C=CC=CC=1>CCOC(C)=O.[Pd]>[OH:8][C:9]1[CH:10]=[C:11]([CH:15]([CH2:21][O:22][CH3:23])[CH2:16][C:17]([O:19][CH3:20])=[O:18])[CH:12]=[CH:13][CH:14]=1. Procedure details: To a solution of 102.B (mixture of geometric isomers) (0.11 g, 0.35 mmol) in EtOAc (2 mL) was added Pd/C (10 wt. %) (0.019 g, 0.018 mmol) under N2. The mixture was purged with H2, stirred overnight under a H2 balloon, filtered through silica gel (EtOAc), and concentrated. The crude product was purified by silica gel flash chromatography (10-40% EtOAc/hexane) to afford 102.C (0.060 g, 76%) as a pale yellow oil.